This data is from the Open Reaction Database (ORD), a public repository of structured organic reaction records. The task is: describe an organic reaction: reactants, conditions, products, and yield Starting materials: CSC(=NC#N)SC, CO, NCCSCc1ccccn1. The product is CSC(=NCCSCc1ccccn1)NC#N. RXN SMILES: [C:12](#[N:13])[N:14]=[C:15]([S:16][CH3:17])[S:18][CH3:19].[CH3:20][OH:21].[n:1]1[c:2]([CH2:7][S:8][CH2:9][CH2:10][NH2:11])[cH:3][cH:4][cH:5][cH:6]1>>[n:1]1[c:2]([CH2:7][S:8][CH2:9][CH2:10][N:11]=[C:15]([NH:14][C:12]#[N:13])[S:16][CH3:17])[cH:3][cH:4][cH:5][cH:6]1. The reactants are Cc1oc(-c2ccccc2)nc1COc1ccc(CON)cc1, CC(=O)O, CC(=O)[O-], CCO, [Na+], CCOC(=O)CCC(=O)c1ccncc1, O. Yields the product CCOC(=O)CCC(=NOCc1ccc(OCc2nc(-c3ccccc3)oc2C)cc1)c1ccncc1. As a reaction SMILES: [CH3:1][c:2]1[c:3]([CH2:13][O:14][c:15]2[cH:16][cH:17][c:18]([CH2:19][O:20][NH2:21])[cH:22][cH:23]2)[n:4][c:5](-[c:7]2[cH:8][cH:9][cH:10][cH:11][cH:12]2)[o:6]1.[CH3:39][C:40](=[O:41])[OH:42].[CH3:44][C:45](=[O:46])[O-:47].[CH3:49][CH2:50][OH:51].[Na+:43].[O:24]=[C:25]([CH2:26][CH2:27][C:28](=[O:29])[O:30][CH2:31][CH3:32])[c:33]1[cH:34][cH:35][n:36][cH:37][cH:38]1.[OH2:48]>>[CH3:1][c:2]1[c:3]([CH2:13][O:14][c:15]2[cH:16][cH:17][c:18]([CH2:19][O:20][N:21]=[C:25]([CH2:26][CH2:27][C:28](=[O:29])[O:30][CH2:31][CH3:32])[c:33]3[cH:34][cH:35][n:36][cH:37][cH:38]3)[cH:22][cH:23]2)[n:4][c:5](-[c:7]2[cH:8][cH:9][cH:10][cH:11][cH:12]2)[o:6]1. Starting materials: O=C([O-])[O-], CC(C)(C)OC(=O)OC(C)(C)C, CC[SiH](CC)CC, C1CCOC1, ClCCl, O=C(O)C(F)(F)F, CC(C)(C)OC(=O)N1CC(C(O)c2ccc3c(N)ncnn23)C1, [Na+], [Na+]. Yields the product CC(C)(C)OC(=O)N1CC(Cc2ccc3c(N)ncnn23)C1. RXN SMILES: [C:38](=[O:39])([O-:40])[O-:41].[C:44](=[O:45])([O:46][C:47]([CH3:48])([CH3:49])[CH3:50])[O:51][C:52]([CH3:53])([CH3:54])[CH3:55].[CH2:31]([SiH:32]([CH2:33][CH3:34])[CH2:35][CH3:36])[CH3:37].[CH2:59]1[O:60][CH2:61][CH2:62][CH2:63]1.[Cl:56][CH2:57][Cl:58].[F:24][C:25]([F:26])([F:27])[C:28]([OH:29])=[O:30].[NH2:1][c:2]1[n:3][cH:4][n:5][n:6]2[c:7]1[cH:8][cH:9][c:10]2[CH:11]([CH:12]1[CH2:13][N:14]([C:16](=[O:17])[O:18][C:19]([CH3:20])([CH3:21])[CH3:22])[CH2:15]1)[OH:23].[Na+:42].[Na+:43]>>[NH2:1][c:2]1[n:3][cH:4][n:5][n:6]2[c:7]1[cH:8][cH:9][c:10]2[CH2:11][CH:12]1[CH2:13][N:14]([C:16](=[O:17])[O:18][C:19]([CH3:20])([CH3:21])[CH3:22])[CH2:15]1.